Dataset: the Open Reaction Database (ORD), a public repository of structured organic reaction records. Task: describe an organic reaction: reactants, conditions, products, and yield Starting materials: C(C1=CC=CC=C1)OC=1C=C(C=CC1N1S(N(C(C1)=O)CC[Si](C)(C)C)(=O)=O)CCC(=O)O (3-{3-benzyloxy-4-[1,1,4-trioxo-5-(2-trimethylsilanylethyl)-1,2,5-thiadiazolidin-2-yl]-phenyl}-propionic acid), CCN=C=NCCCN(C)C.Cl (EDCl), C1=CC2=C(N=C1)N(N=N2)O (HOAt), C(C)(C)NC (N-isopropyl-N-methylamine). The solvent is CN(C)C=O (DMF), O (water). Reaction conditions: time 18 hour. Product: C(C1=CC=CC=C1)OC=1C=C(C=CC1N1S(N(C(C1)=O)CC[Si](C)(C)C)(=O)=O)CCC(=O)N(C)C(C)C (3-{3-Benzyloxy-4-[1,1,4-trioxo-5-(2-trimethylsilanylethyl)-1,2,5-thiadiazolidin-2-yl]-phenyl}-N-isopropyl-N-methylpropionamide). As a reaction SMILES: [CH2:1]([O:8][C:9]1[CH:10]=[C:11]([CH2:29][CH2:30][C:31]([OH:33])=O)[CH:12]=[CH:13][C:14]=1[N:15]1[CH2:19][C:18](=[O:20])[N:17]([CH2:21][CH2:22][Si:23]([CH3:26])([CH3:25])[CH3:24])[S:16]1(=[O:28])=[O:27])[C:2]1[CH:7]=[CH:6][CH:5]=[CH:4][CH:3]=1.CCN=C=NCCCN(C)C.Cl.C1C=NC2N(O)N=NC=2C=1.[CH:56]([NH:59][CH3:60])([CH3:58])[CH3:57]>CN(C=O)C.O>[CH2:1]([O:8][C:9]1[CH:10]=[C:11]([CH2:29][CH2:30][C:31]([N:59]([CH:56]([CH3:58])[CH3:57])[CH3:60])=[O:33])[CH:12]=[CH:13][C:14]=1[N:15]1[CH2:19][C:18](=[O:20])[N:17]([CH2:21][CH2:22][Si:23]([CH3:24])([CH3:26])[CH3:25])[S:16]1(=[O:28])=[O:27])[C:2]1[CH:7]=[CH:6][CH:5]=[CH:4][CH:3]=1 |f:1.2|. Procedure: To a solution of 3-{3-benzyloxy-4-[1,1,4-trioxo-5-(2-trimethylsilanylethyl)-1,2,5-thiadiazolidin-2-yl]-phenyl}-propionic acid (0.10 g, 0.2 mmol), EDCl (0.38 g, 0.20 mmol) and HOAt (0.027 g, 0.20 mmol) in DMF (1 mL) is added N-isopropyl-N-methylamine (0.15 g, 0.2 mmol). The mixture is stirred at RT for 18 h, then poured into water. The mixture is extracted into EtOAc and the organic phase washed with water (3×) and sat. NaCl (1×). The organic solution is dried over Na2SO4 and the solvent removed ... Starting materials: O (water), FC1=C(CN2N=C(N=C2C=2SC=CN2)C2=NC(=C(C(=N2)N)N)N)C=CC=C1 (2-(1-(2-fluorobenzyl)-5-(thiazol-2-yl)-1H-1,2,4-triazol-3-yl)pyrimidin-4,5,6-triamine), ClC(=O)OC (methyl chloroformate), ClC(=O)OC (methyl chloroformate). Solvent: N1=CC=CC=C1 (pyridine). Conditions: time 30 minute. Yields the product NC1=NC(=NC(=C1NC(OC)=O)N)C1=NN(C(=N1)C=1SC=CN1)CC1=C(C=CC=C1)F (methyl 4,6-diamino-2-(1-(2-fluorobenzyl)-5-(thiazol-2-yl)-1H-1,2,4-triazol-3-yl)pyrimidin-5-ylcarbamate). Isolated yield 74.0%. As a reaction SMILES: [F:1][C:2]1[CH:27]=[CH:26][CH:25]=[CH:24][C:3]=1[CH2:4][N:5]1[C:9]([C:10]2[S:11][CH:12]=[CH:13][N:14]=2)=[N:8][C:7]([C:15]2[N:20]=[C:19]([NH2:21])[C:18]([NH2:22])=[C:17]([NH2:23])[N:16]=2)=[N:6]1.Cl[C:29]([O:31][CH3:32])=[O:30].O>N1C=CC=CC=1>[NH2:23][C:17]1[C:18]([NH:22][C:29](=[O:30])[O:31][CH3:32])=[C:19]([NH2:21])[N:20]=[C:15]([C:7]2[N:8]=[C:9]([C:10]3[S:11][CH:12]=[CH:13][N:14]=3)[N:5]([CH2:4][C:3]3[CH:24]=[CH:25][CH:26]=[CH:27][C:2]=3[F:1])[N:6]=2)[N:16]=1. Procedure: To a suspension of 2-(1-(2-fluorobenzyl)-5-(thiazol-2-yl)-1H-1,2,4-triazol-3-yl)pyrimidin-4,5,6-triamine (I-57, 0.31 mmol) in pyridine (2.0 mL) at 0° C. was treated with methyl chloroformate (1 equiv). After 30 min, additional portions of methyl chloroformate (3 equiv) were added and the reaction was stirred for 3 h. The reaction mixture was poured into water and the resultant tan solid was collected by filtration to afford methyl 4,6-diamino-2-(1-(2-fluorobenzyl)-5-(thiazol-2-yl)-1H-1,2,4-triaz... Starting materials: CC(C)(COC1CCCCO1)c1cc(NC(=O)C(C)(C)S(=O)(=O)C2CCOCC2)on1, CCO, Cl. The product is CC(C)(CO)c1cc(NC(=O)C(C)(C)S(=O)(=O)C2CCOCC2)on1. RXN SMILES: [CH3:2][C:3]([CH2:4][O:5][CH:6]1[CH2:7][CH2:8][CH2:9][CH2:10][O:11]1)([CH3:12])[c:13]1[n:14][o:15][c:16]([NH:18][C:19]([C:20]([CH3:21])([S:22](=[O:23])(=[O:24])[CH:25]2[CH2:26][CH2:27][O:28][CH2:29][CH2:30]2)[CH3:31])=[O:32])[cH:17]1.[CH3:33][CH2:34][OH:35].[ClH:1]>>[CH3:2][C:3]([CH2:4][OH:5])([CH3:12])[c:13]1[n:14][o:15][c:16]([NH:18][C:19]([C:20]([CH3:21])([S:22](=[O:23])(=[O:24])[CH:25]2[CH2:26][CH2:27][O:28][CH2:29][CH2:30]2)[CH3:31])=[O:32])[cH:17]1.